Dataset: the Open Reaction Database (ORD), a public repository of structured organic reaction records. Task: describe an organic reaction: reactants, conditions, products, and yield Starting materials: [BH4-].[Na+] (sodium borohydride), C([O-])(O)=O.[Na+] (sodium bicarbonate), IC1=CC=C(N)C=C1 (4-iodoaniline), ClC1=C(C=O)C=CC(=C1)OC1OCCCC1 (2-chloro-4-(tetrahydro-pyran-2-yloxy)-benzaldehyde), S(=O)(=O)([O-])[O-].[Mg+2] (magnesium sulfate). Solvent: CO (methanol), C(Cl)Cl (methylene chloride). Reaction conditions: time 8 hour. Yields the product ClC1=C(CNC2=CC=C(C=C2)I)C=CC(=C1)OC1OCCCC1 ([2-Chloro-4-(tetrahydro-pyran-2-yloxy)-benzyl]-(4-iodo-phenyl)-amine). The yield is 63.8%. RXN SMILES: [I:1][C:2]1[CH:8]=[CH:7][C:5]([NH2:6])=[CH:4][CH:3]=1.[Cl:9][C:10]1[CH:17]=[C:16]([O:18][CH:19]2[CH2:24][CH2:23][CH2:22][CH2:21][O:20]2)[CH:15]=[CH:14][C:11]=1[CH:12]=O.S([O-])([O-])(=O)=O.[Mg+2].[BH4-].[Na+].C(=O)(O)[O-].[Na+]>C(Cl)Cl.CO>[Cl:9][C:10]1[CH:17]=[C:16]([O:18][CH:19]2[CH2:24][CH2:23][CH2:22][CH2:21][O:20]2)[CH:15]=[CH:14][C:11]=1[CH2:12][NH:6][C:5]1[CH:7]=[CH:8][C:2]([I:1])=[CH:3][CH:4]=1 |f:2.3,4.5,6.7|. Procedure: To a solution of 4-iodoaniline (4.618 g, 21.1 mmol) and 2-chloro-4-(tetrahydro-pyran-2-yloxy)-benzaldehyde (5.33 g, 22.1 mmol) in 100 mL methylene chloride was added magnesium sulfate (25.38 g, 211 mmol). The reaction mixture was stirred at room temperature overnight. The magnesium sulfate was filtered off and additional magnesium sulfate (26 g) was added to the filtrate. The reaction mixture was stirred at room temperature for 3 days. The magnesium sulfate was filtered off and additional magnes... Starting materials: C(C)(C)(C)OC(CC1(CN(CC1C)C(=O)OCC1=CC=CC=C1)C(=O)OCC1=CC=C(C=C1)OC)=O (1-Benzyl 3-(4-methoxyphenyl)methyl (3RS,4SR)-3-[2-(tert-butoxy)-2-oxoethyl]-4-methylpyrrolidine-1,3-dicarboxylate). Run in CCCCCC.C(C)O (hexane ethanol). The product is C(C)(C)(C)OC(C[C@@]1(CN(C[C@H]1C)C(=O)OCC1=CC=CC=C1)C(=O)OCC1=CC=C(C=C1)OC)=O (1-Benzyl 3-(4-methoxyphenyl)methyl (3R*,4S*)-3-[2-(tert-butoxy)-2-oxoethyl]-4-methylpyrrolidine-1,3-dicarboxylate). Yield: 40.5%. Reaction SMILES: [C:1]([O:5][C:6](=[O:36])[CH2:7][C:8]1([C:24]([O:26][CH2:27][C:28]2[CH:33]=[CH:32][C:31]([O:34][CH3:35])=[CH:30][CH:29]=2)=[O:25])[CH:12]([CH3:13])[CH2:11][N:10]([C:14]([O:16][CH2:17][C:18]2[CH:23]=[CH:22][CH:21]=[CH:20][CH:19]=2)=[O:15])[CH2:9]1)([CH3:4])([CH3:3])[CH3:2]>CCCCCC.C(O)C>[C:1]([O:5][C:6](=[O:36])[CH2:7][C@@:8]1([C:24]([O:26][CH2:27][C:28]2[CH:33]=[CH:32][C:31]([O:34][CH3:35])=[CH:30][CH:29]=2)=[O:25])[C@H:12]([CH3:13])[CH2:11][N:10]([C:14]([O:16][CH2:17][C:18]2[CH:19]=[CH:20][CH:21]=[CH:22][CH:23]=2)=[O:15])[CH2:9]1)([CH3:4])([CH3:2])[CH3:3] |f:1.2|. Procedure: 1-Benzyl 3-(4-methoxyphenyl)methyl (3RS,4SR)-3-[2-(tert-butoxy)-2-oxoethyl]-4-methylpyrrolidine-1,3-dicarboxylate obtained in Example 2h (7.2 g, 14.5 mmol) was optically resolved repeatedly by HPLC(CHIRALPAK AD-H (2 cm diameter×25 cm), elution solvent: hexane/ethanol=85/15, flow rate: 8-10 ml/min.) to give a chiral form corresponding to the peak with a shorter retention time (2.92 g, yield: 40.5%).